Dataset: the Open Reaction Database (ORD), a public repository of structured organic reaction records. Task: describe an organic reaction: reactants, conditions, products, and yield Reactants: [N+](=O)([O-])C=1C=C(C(=O)C2=CC(=CC=C2)C(C2=CC(=C(C=C2)Br)[N+](=O)[O-])=O)C=CC1Br (1,3-bis(3-nitro-4-bromobenzoyl)benzene), N (ammonia), [H][H] (hydrogen), [H][H] (hydrogen), [H][H] (Hydrogen), 35C, [H][H] (hydrogen). Reagents/catalysts: [Pd] (palladium). Run in C(C)(C)O (isopropyl alcohol). Yields the product NC=1C=C(C(=O)C2=CC(=CC=C2)C(C2=CC(=CC=C2)N)=O)C=CC1 (1,3-bis(3-aminobenzoyl)benzene). Isolated yield 30.0%. As a reaction SMILES: [N+:1]([C:4]1[CH:5]=[C:6]([CH:27]=[CH:28][C:29]=1Br)[C:7]([C:9]1[CH:14]=[CH:13][CH:12]=[C:11]([C:15](=[O:26])[C:16]2[CH:21]=[CH:20][C:19](Br)=[C:18]([N+:23]([O-])=O)[CH:17]=2)[CH:10]=1)=[O:8])([O-])=O.[H][H].N>[Pd].C(O)(C)C>[NH2:1][C:4]1[CH:5]=[C:6]([CH:27]=[CH:28][CH:29]=1)[C:7]([C:9]1[CH:14]=[CH:13][CH:12]=[C:11]([C:15](=[O:26])[C:16]2[CH:21]=[CH:20][CH:19]=[C:18]([NH2:23])[CH:17]=2)[CH:10]=1)=[O:8]. Reported procedure: To a sealed glass reaction vessel equipped with a thermometer, stirrer and reflux condenser, 10.7 g (0.02 mole) of 1,3-bis(3-nitro-4-bromobenzoyl)benzene, 0.43 g of a 5% palladium/activated carbon catalyst (a product of M.E. Chemcat Co.) and 50 ml of isopropyl alcohol were charged. Hydrogen was introduced with stirring at 30°~35C. Absorbed hydrogen was 2.20 l (0.098 mole) over 9 hours. Successively, 3.6 g (0.06 mole) of a 28% aqueous ammonia solution was added and introduction of hydrogen was co... The reactants are COC(=O)c1ccc(CBr)c([N+](=O)[O-])c1, C[N+]1([O-])CCOCC1, CC#N. The product is COC(=O)c1ccc(C=O)c([N+](=O)[O-])c1. Reaction SMILES: [Br:9][CH2:10][c:11]1[c:12]([N+:21](=[O:22])[O-:23])[cH:13][c:14]([C:15](=[O:16])[O:17][CH3:18])[cH:19][cH:20]1.[CH3:1][N+:2]1([O-:3])[CH2:4][CH2:6][O:5][CH2:7][CH2:8]1.[CH3:24][C:25]#[N:26]>>[O:5]=[CH:10][c:11]1[c:12]([N+:21](=[O:22])[O-:23])[cH:13][c:14]([C:15](=[O:16])[O:17][CH3:18])[cH:19][cH:20]1. Starting materials: C(C)(C)(C)NS(=O)(=O)C=1C=C(C=CC1)C1=CC(=CC=C1)C=1CC(NC2=C(N1)C=C(C(=C2)C(F)(F)F)N(C)C)=O (3′-(8-dimethylamino-4-oxo-7-trifluoromethyl-4,5-dihydro-3H-benzo[b][1,4]diazepin-2-yl)-biphenyl-3-sulfonic acid tert-butylamide), C(=O)(C(F)(F)F)O (TFA). Yields the product CN(C=1C(=CC2=C(N=C(CC(N2)=O)C=2C=C(C=CC2)C2=CC(=CC=C2)S(=O)(=O)N)C1)C(F)(F)F)C (3′-(8-Dimethylamino-4-oxo-7-trifluoromethyl-4,5-dihydro-3H-benzo[b][1,4]diazepin-2-yl)-biphenyl-3-sulfonic acid amide), solid. Isolated yield 16.0%. As a reaction SMILES: C([NH:5][S:6]([C:9]1[CH:10]=[C:11]([C:15]2[CH:20]=[CH:19][CH:18]=[C:17]([C:21]3[CH2:22][C:23](=[O:39])[NH:24][C:25]4[CH:31]=[C:30]([C:32]([F:35])([F:34])[F:33])[C:29]([N:36]([CH3:38])[CH3:37])=[CH:28][C:26]=4[N:27]=3)[CH:16]=2)[CH:12]=[CH:13][CH:14]=1)(=[O:8])=[O:7])(C)(C)C.C(O)(C(F)(F)F)=O>>[CH3:37][N:36]([CH3:38])[C:29]1[C:30]([C:32]([F:35])([F:33])[F:34])=[CH:31][C:25]2[NH:24][C:23](=[O:39])[CH2:22][C:21]([C:17]3[CH:16]=[C:15]([C:11]4[CH:12]=[CH:13][CH:14]=[C:9]([S:6]([NH2:5])(=[O:7])=[O:8])[CH:10]=4)[CH:20]=[CH:19][CH:18]=3)=[N:27][C:26]=2[CH:28]=1. Reported procedure: ) The title compound was prepared from the above described 3′-(8-dimethylamino-4-oxo-7-trifluoromethyl-4,5-dihydro-3H-benzo[b][1,4]diazepin-2-yl)-biphenyl-3-sulfonic acid tert-butylamide (130 mg) and TFA (3 mL) according to the general procedure I step 2. Obtained as a light yellow solid (40 mg, 16%). MS (ISN) 501.4 [(M−H)−]; mp 258° C. (dec). Starting materials: ClCCCl, COc1ccc([N+](=O)[O-])cc1N, CCOC(C)=O, CCN(C(C)C)C(C)C, ClCCl, On1nnc2ccccc21, C=CC(=O)O. Yields the product C=CC(=O)Nc1cc([N+](=O)[O-])ccc1OC. RXN SMILES: [CH2:13]([Cl:14])[CH2:15][Cl:16].[CH3:1][O:2][c:3]1[cH:4][cH:5][c:6]([N+:10]([O-:11])=[O:12])[cH:7][c:8]1[NH2:9].[CH3:41][CH2:42][O:43][C:44]([CH3:45])=[O:46].[CH:27]([N:28]([CH2:29][CH3:30])[CH:31]([CH3:32])[CH3:33])([CH3:34])[CH3:35].[Cl:47][CH2:48][Cl:49].[OH:17][n:18]1[c:19]2[c:20]([cH:21][cH:22][cH:23][cH:24]2)[n:25][n:26]1.[OH:36][C:37](=[O:38])[CH:39]=[CH2:40]>>[CH3:1][O:2][c:3]1[cH:4][cH:5][c:6]([N+:10]([O-:11])=[O:12])[cH:7][c:8]1[NH:9][C:37](=[O:36])[CH:39]=[CH2:40]. Starting materials: N#Cc1cccc(S(=O)(=O)Cl)c1, ClCCl, CCCc1c(OCc2cccc(N)c2)ccc(C(C)=O)c1O, c1ccncc1. Product: CCCc1c(OCc2cccc(NS(=O)(=O)c3cccc(C#N)c3)c2)ccc(C(C)=O)c1O. RXN SMILES: [C:1](#[N:2])[c:3]1[cH:4][c:5]([S:9](=[O:10])(=[O:11])[Cl:12])[cH:6][cH:7][cH:8]1.[Cl:41][CH2:42][Cl:43].[NH2:13][c:14]1[cH:15][c:16]([CH2:17][O:18][c:19]2[c:20]([CH2:29][CH2:30][CH3:31])[c:21]([OH:28])[c:22]([C:25]([CH3:26])=[O:27])[cH:23][cH:24]2)[cH:32][cH:33][cH:34]1.[cH:35]1[cH:36][cH:37][n:38][cH:39][cH:40]1>>[C:1](#[N:2])[c:3]1[cH:4][c:5]([S:9](=[O:10])(=[O:11])[NH:13][c:14]2[cH:15][c:16]([CH2:17][O:18][c:19]3[c:20]([CH2:29][CH2:30][CH3:31])[c:21]([OH:28])[c:22]([C:25]([CH3:26])=[O:27])[cH:23][cH:24]3)[cH:32][cH:33][cH:34]2)[cH:6][cH:7][cH:8]1. As a reaction SMILES: C([O:4][C@H:5]1[CH2:22][CH2:21][C@@:20]2([CH3:23])[C@@H:7]([CH2:8][CH2:9][C@:10]3([CH3:47])[C@@H:19]2[CH2:18][CH2:17][C@H:16]2[C@@:11]3([CH3:46])[CH2:12][CH2:13][C@@:14]3([C:30](=[O:45])[NH:31][C@H:32]4[CH2:35][C@@H:34]([C:36]([N:38]5[CH2:42][CH2:41][CH2:40][CH2:39]5)=[O:37])[C:33]4([CH3:44])[CH3:43])[CH2:26][CH2:25][C@@H:24]([C:27]([CH3:29])=[CH2:28])[C@@H:15]32)[C:6]1([CH3:49])[CH3:48])(=O)C.[OH-].[Na+]>CO.C1COCC1>[CH3:43][C:33]1([CH3:44])[C@H:34]([C:36]([N:38]2[CH2:39][CH2:40][CH2:41][CH2:42]2)=[O:37])[CH2:35][C@@H:32]1[NH:31][C:30]([C@:14]12[CH2:26][CH2:25][C@@H:24]([C:27]([CH3:29])=[CH2:28])[C@@H:15]1[C@@H:16]1[C@@:11]([CH3:46])([CH2:12][CH2:13]2)[C@@:10]2([CH3:47])[C@@H:19]([C@:20]3([CH3:23])[C@@H:7]([CH2:8][CH2:9]2)[C:6]([CH3:48])([CH3:49])[C@@H:5]([OH:4])[CH2:22][CH2:21]3)[CH2:18][CH2:17]1)=[O:45] |f:1.2,3.4|. Isolated yield 69.5%. Procedure: To a stirred solution of (1R,3aS,5aR,5bR,7aR,9S,11aR,11bR,13aR,13bR)-3a-((1S,3R)-2,2-dimethyl-3-(pyrrolidine-1-carbonyl)cyclobutylcarbamoyl)-5a,5b,8,8,11a-pentamethyl-1-(prop-1-en-2-yl)icosahydro-1H-cyclopenta[a]chrysen-9-yl acetate (Example 13, 0.230 g, 0.340 mmol) in MeOH:THF (2:1) (9 ml) NaOH (2N, 3 ml) was added at about 0° C. and allowed to stir at room temperature for about 16 hours. After completion of the reaction (monitored by TLC), the volatiles were evaporated and the aqueous layer wa... Yields the product CC1([C@H](C[C@H]1C(=O)N1CCCC1)NC(=O)[C@]12[C@@H]([C@H]3CC[C@@H]4[C@]5(CC[C@@H](C([C@@H]5CC[C@]4([C@@]3(CC1)C)C)(C)C)O)C)[C@@H](CC2)C(=C)C)C ((1R,3aS,5aR,5bR,7aR,9S,11aR,11bR,13aR,13bR)-N-((1S,3R)-2,2-dimethyl-3-(pyrrolidine-1-carbonyl)cyclobutyl)-9-hydroxy-5a,5b,8,8,11a-pentamethyl-1-(prop-1-en-2-yl)icosahydro-1H-cyclopenta[a]chrysene-3a-carboxamide). Conditions: time 16 hour. Solvent: CO.C1CCOC1 (MeOH THF). Starting materials: C(C)(=O)O[C@@H]1C([C@@H]2CC[C@]3([C@@]4(CC[C@@]5([C@@H]([C@H]4CC[C@@H]3[C@]2(CC1)C)[C@@H](CC5)C(=C)C)C(N[C@@H]5C([C@@H](C5)C(=O)N5CCCC5)(C)C)=O)C)C)(C)C ((1R,3aS,5aR,5bR,7aR,9S,11aR,11bR,13aR,13bR)-3a-((1S,3R)-2,2-dimethyl-3-(pyrrolidine-1-carbonyl)cyclobutylcarbamoyl)-5a,5b,8,8,11a-pentamethyl-1-(prop-1-en-2-yl)icosahydro-1H-cyclopenta[a]chrysen-9-yl acetate), [OH-].[Na+] (NaOH). Starting materials: CS(=O)(=O)N1CCOC2=C1C=C(C=C2)CN2CCN(CC2)C(=O)OC(C)(C)C (tert-Butyl 4-(4-methanesulfonyl-3,4-dihydro-2H-benzo[1,4]oxazin-6-ylmethyl)piperazine-1-carboxylate), FC(C(=O)O)(F)F (trifluoroacetic acid). The solvent is ClCCl (dichloromethane). Reaction conditions: time 3 hour. The product is CS(=O)(=O)N1CCOC2=C1C=C(C=C2)CN2CCNCC2 (4-Methanesulfonyl-6-(piperazin-1-ylmethyl)-3,4-dihydro-2H-benzo[1,4]oxazine). Yield: 63.2%. Reaction SMILES: [CH3:1][S:2]([N:5]1[C:10]2[CH:11]=[C:12]([CH2:15][N:16]3[CH2:21][CH2:20][N:19](C(OC(C)(C)C)=O)[CH2:18][CH2:17]3)[CH:13]=[CH:14][C:9]=2[O:8][CH2:7][CH2:6]1)(=[O:4])=[O:3].FC(F)(F)C(O)=O>ClCCl>[CH3:1][S:2]([N:5]1[C:10]2[CH:11]=[C:12]([CH2:15][N:16]3[CH2:17][CH2:18][NH:19][CH2:20][CH2:21]3)[CH:13]=[CH:14][C:9]=2[O:8][CH2:7][CH2:6]1)(=[O:4])=[O:3]. Procedure: tert-Butyl 4-(4-methanesulfonyl-3,4-dihydro-2H-benzo[1,4]oxazin-6-ylmethyl)piperazine-1-carboxylate (2.5 g, 6.1 mmol) was dissolved in dichloromethane (50 mL) and treated with trifluoroacetic acid (182 mmol). The resulting mixture was stirred at ambient temperature for 3 h then evaporated to dryness under reduced pressure. The residue was extracted with hot ethanol and the combined extracts evaporated to dryness under reduced pressure. Chromatography on SiO2, eluting with 0.880 ammonia/methanol/... Procedure details: 2-Hydroxy-3-methoxy-6-nitrobenzaldehyde potassium salt was slurried in acetone (500 mL) containing potassium carbonate (50 g) and the suspension was treated with dimethylsulfate (18.5 mL) and heated to reflux for one hour. An additional aliquot (18.5 mL) of dimethylsulfate was then added and the mixture was heated overnight. After 24 hours the red color of the potassium salt was virtually absent. The salts were removed by filtration, the filtrate was concentrated and the residue was recrystalliz... Run in CC(=O)C (acetone). Yields the product COC1=C(C=O)C(=CC=C1OC)[N+](=O)[O-] (2,3-Dimethoxy-6-nitrobenzaldehyde). Reaction SMILES: [K].[OH:2][C:3]1[C:10]([O:11][CH3:12])=[CH:9][CH:8]=[C:7]([N+:13]([O-:15])=[O:14])[C:4]=1[CH:5]=[O:6].[C:16](=O)([O-])[O-].[K+].[K+].COS(OC)(=O)=O.[K]>CC(C)=O>[CH3:16][O:2][C:3]1[C:10]([O:11][CH3:12])=[CH:9][CH:8]=[C:7]([N+:13]([O-:15])=[O:14])[C:4]=1[CH:5]=[O:6] |f:0.1,2.3.4,^1:0,28|. Starting materials: [K].OC1=C(C=O)C(=CC=C1OC)[N+](=O)[O-] (2-Hydroxy-3-methoxy-6-nitrobenzaldehyde potassium salt), COS(=O)(=O)OC (dimethylsulfate), [K] (potassium), C([O-])([O-])=O.[K+].[K+] (potassium carbonate), COS(=O)(=O)OC (dimethylsulfate). The yield is 80.0%.